Dataset: the Open Reaction Database (ORD), a public repository of structured organic reaction records. Task: describe an organic reaction: reactants, conditions, products, and yield The reactants are CC(C)(C)OC(=O)NC1CCC(N)CC1, COc1ccc(OCC2CC2)c(-c2ncnc3c(C(=O)O)c[nH]c23)c1. Product: COc1ccc(OCC2CC2)c(-c2ncnc3c(C(=O)NC4CCC(NC(=O)OC(C)(C)C)CC4)c[nH]c23)c1. As a reaction SMILES: [C:26]([CH3:27])([CH3:28])([CH3:29])[O:30][C:31]([NH:32][CH:33]1[CH2:34][CH2:35][CH:36]([NH2:39])[CH2:37][CH2:38]1)=[O:40].[CH:1]1([CH2:4][O:5][c:6]2[c:7](-[c:14]3[c:15]4[c:16]([n:17][cH:18][n:19]3)[c:20]([C:23](=[O:24])[OH:25])[cH:21][nH:22]4)[cH:8][c:9]([O:12][CH3:13])[cH:10][cH:11]2)[CH2:2][CH2:3]1>>[CH:1]1([CH2:4][O:5][c:6]2[c:7](-[c:14]3[c:15]4[c:16]([n:17][cH:18][n:19]3)[c:20]([C:23](=[O:24])[NH:39][CH:36]3[CH2:35][CH2:34][CH:33]([NH:32][C:31]([O:30][C:26]([CH3:27])([CH3:28])[CH3:29])=[O:40])[CH2:38][CH2:37]3)[cH:21][nH:22]4)[cH:8][c:9]([O:12][CH3:13])[cH:10][cH:11]2)[CH2:2][CH2:3]1.